Dataset: the Open Reaction Database (ORD), a public repository of structured organic reaction records. Task: describe an organic reaction: reactants, conditions, products, and yield Starting materials: BrCC(=O)C1=CC=CC=C1 (2-bromoacetophenone), [H-].[Na+] (Sodium hydride), [O-]CC.[Na+] (sodium ethoxide), C(C)OC(C(C(=O)OCC)NC(C)=O)=O (2-acetylaminomalonic acid diethyl ester). Run in C(C)O (ethanol), C(C)O (ethanol). Run at time 30 minute. Yields the product C(C)OC(C(C(=O)OCC)(CC(C1=CC=CC=C1)=O)NC(C)=O)=O (2-acetylamino-2-(2-oxo-2-phenyl-ethyl)-malonic acid diethyl ester). RXN SMILES: [H-].[Na+].[O-]CC.[Na+].[CH2:7]([O:9][C:10](=[O:21])[CH:11]([NH:17][C:18](=[O:20])[CH3:19])[C:12]([O:14][CH2:15][CH3:16])=[O:13])[CH3:8].Br[CH2:23][C:24]([C:26]1[CH:31]=[CH:30][CH:29]=[CH:28][CH:27]=1)=[O:25]>C(O)C>[CH2:15]([O:14][C:12](=[O:13])[C:11]([NH:17][C:18](=[O:20])[CH3:19])([CH2:23][C:24](=[O:25])[C:26]1[CH:31]=[CH:30][CH:29]=[CH:28][CH:27]=1)[C:10]([O:9][CH2:7][CH3:8])=[O:21])[CH3:16] |f:0.1,2.3|. Procedure: Sodium hydride (15 mmol) is added to anhydrous ethanol (50 mL) and to the resulting sodium ethoxide solution is added 2-acetylaminomalonic acid diethyl ester (15 mmol) in one portion. The resulting mixture is stirred at room temperature for 30 minutes. A solution of 2-bromoacetophenone (10 mmol) in ethanol (10 mL) is then added and the resulting mixture is stirred at room temperature for 12 hours. After concentrating under reduced pressure, the residue is dissolved in EtOAc and water. The organi... Starting materials: solution, Cl (hydrochloride), Cl (hydrogen chloride), COC=1C=C(C=C(C1)OC)CCC1=C(OCCC2N(CCC2)C)C=CC=C1 (2-(2-{2-[2-(3,5-dimethoxyphenyl)ethyl]phenoxy}ethyl)-1-methylpyrrolidine). The solvent is O1CCOCC1 (dioxane). Yields the product Cl.COC=1C=C(C=C(C1)OC)CCC1=C(OCCC2N(CCC2)C)C=CC=C1 (2-(2-{2-[2-(3,5-Dimethoxyphenyl)ethyl]phenoxy}ethyl)-1-methylpyrrolidine hydrochloride). The yield is 52.0%. Reaction SMILES: [ClH:1].[CH3:2][O:3][C:4]1[CH:5]=[C:6]([CH2:12][CH2:13][C:14]2[CH:28]=[CH:27][CH:26]=[CH:25][C:15]=2[O:16][CH2:17][CH2:18][CH:19]2[CH2:23][CH2:22][CH2:21][N:20]2[CH3:24])[CH:7]=[C:8]([O:10][CH3:11])[CH:9]=1>O1CCOCC1>[ClH:1].[CH3:2][O:3][C:4]1[CH:5]=[C:6]([CH2:12][CH2:13][C:14]2[CH:28]=[CH:27][CH:26]=[CH:25][C:15]=2[O:16][CH2:17][CH2:18][CH:19]2[CH2:23][CH2:22][CH2:21][N:20]2[CH3:24])[CH:7]=[C:8]([O:10][CH3:11])[CH:9]=1 |f:3.4|. Reported procedure: Using 0.9 ml of a 4N solution of hydrogen chloride in dioxane, 1.15 g of 2-(2-{2-[2-(3,5-dimethoxyphenyl)ethyl]phenoxy}ethyl)-1-methylpyrrolidine [prepared as described in step (a) above] were converted to the hydrochloride, which was recrystallized from ethyl acetate to give 0.657 g (yield 52%) of the title compound as colorless crystals, melting at 99°-101° C. The reactants are COCC1CCCC(N2C(=O)c3ccccc3C2=O)C1, CCO, NN. Yields the product COCC1CCCC(N)C1. As a reaction SMILES: [CH3:1][O:2][CH2:3][CH:4]1[CH2:5][CH:6]([N:10]2[C:11](=[O:12])[c:13]3[c:14]([cH:15][cH:16][cH:17][cH:18]3)[C:19]2=[O:20])[CH2:7][CH2:8][CH2:9]1.[CH3:23][CH2:24][OH:25].[NH2:21][NH2:22]>>[CH3:1][O:2][CH2:3][CH:4]1[CH2:5][CH:6]([NH2:10])[CH2:7][CH2:8][CH2:9]1. Starting materials: CS(C)=O, Cl, COc1cc(F)cc(F)c1[N+](=O)[O-], [Na+], [OH-]. Yields the product COc1cc(F)cc(O)c1[N+](=O)[O-]. Reaction SMILES: [CH3:16][S:17]([CH3:18])=[O:19].[ClH:20].[F:3][c:4]1[c:5]([N+:13](=[O:14])[O-:15])[c:6]([O:11][CH3:12])[cH:7][c:8]([F:10])[cH:9]1.[Na+:2].[OH-:1]>>[OH:1][c:4]1[c:5]([N+:13](=[O:14])[O-:15])[c:6]([O:11][CH3:12])[cH:7][c:8]([F:10])[cH:9]1. Solvent: C(C)N(CC)CC (triethylamine). The product is NC1=CC2=C(N=C(S2)S)C=C1.C(CCCS(=O)(=O)Cl)S(=O)(=O)Cl (6-amino-2-mercaptobenzothiazole 1,4-butanedisulfonyl chloride). Procedure: Next, the 1,4-butanedisulfonyl chloride vapor in the condensing chamber 2 was adiabatically expanded, and the introduced base particles were exposed thereto for 15 minutes. Consequently, 1,4-butanedisulfonyl chloride condensed on the surface of the base particles. A polymerization reaction, using as a catalyst triethylamine contained in the base particles, took place between 1,4-butanedisulfonyl chloride condensed on the surface of the base particles and 6-amino-2-mercaptobenzothiazole contained... Run at time 15 minute. Reaction SMILES: [CH2:1]([S:9]([Cl:12])(=[O:11])=[O:10])[CH2:2][CH2:3][CH2:4][S:5]([Cl:8])(=[O:7])=[O:6].[NH2:13][C:14]1[CH:23]=[CH:22][C:17]2[N:18]=[C:19]([SH:21])[S:20][C:16]=2[CH:15]=1>C(N(CC)CC)C>[NH2:13][C:14]1[CH:23]=[CH:22][C:17]2[N:18]=[C:19]([SH:21])[S:20][C:16]=2[CH:15]=1.[CH2:1]([S:9]([Cl:12])(=[O:10])=[O:11])[CH2:2][CH2:3][CH2:4][S:5]([Cl:8])(=[O:7])=[O:6] |f:3.4|. The reactants are C(CCCS(=O)(=O)Cl)S(=O)(=O)Cl (1,4-butanedisulfonyl chloride), C(CCCS(=O)(=O)Cl)S(=O)(=O)Cl (1,4-butanedisulfonyl chloride), C(CCCS(=O)(=O)Cl)S(=O)(=O)Cl (1,4-butanedisulfonyl chloride), NC1=CC2=C(N=C(S2)S)C=C1 (6-amino-2-mercaptobenzothiazole). Starting materials: C(C)(C)(C)OC(=O)NCC1=NC=C(C2=CC(=C(C=C12)OC)OC)CC(=O)O ([1-(tert-butoxycarbonylamino-methyl)-6,7-dimethoxy-isoquinolin-4-yl]-acetic acid), C(C1=CC=CC=C1)NCC (benzyl-ethyl-amine). Product: C(C)(C)(C)OC(NCC1=NC=C(C2=CC(=C(C=C12)OC)OC)CC(N(CC)CC1=CC=CC=C1)=O)=O ({4-[(Benzyl-ethyl-carbamoyl)-methyl]-6,7-dimethoxy-isoquinolin-1-ylmethyl}-carbamic acid tert-butyl ester). RXN SMILES: [C:1]([O:5][C:6]([NH:8][CH2:9][C:10]1[C:19]2[C:14](=[CH:15][C:16]([O:22][CH3:23])=[C:17]([O:20][CH3:21])[CH:18]=2)[C:13]([CH2:24][C:25](O)=[O:26])=[CH:12][N:11]=1)=[O:7])([CH3:4])([CH3:3])[CH3:2].[CH2:28]([NH:35][CH2:36][CH3:37])[C:29]1[CH:34]=[CH:33][CH:32]=[CH:31][CH:30]=1>>[C:1]([O:5][C:6](=[O:7])[NH:8][CH2:9][C:10]1[C:19]2[C:14](=[CH:15][C:16]([O:22][CH3:23])=[C:17]([O:20][CH3:21])[CH:18]=2)[C:13]([CH2:24][C:25](=[O:26])[N:35]([CH2:28][C:29]2[CH:34]=[CH:33][CH:32]=[CH:31][CH:30]=2)[CH2:36][CH3:37])=[CH:12][N:11]=1)([CH3:4])([CH3:3])[CH3:2]. Procedure details: As described in Example 1, 94 mg of [1-(tert-butoxycarbonylamino-methyl)-6,7-dimethoxy-isoquinolin-4-yl]-acetic acid was coupled with benzyl-ethyl-amine to give 84 mg of {4-[(Benzyl-ethyl-carbamoyl)-methyl]-6,7-dimethoxy-isoquinolin-1-ylmethyl}-carbamic acid tert-butyl ester. MS: APCI (M+H) calc'd for C28H35N3O5+H 494.6; found 494.1. The product is C(=O)(O)C(CCOC1=CC=C(C2=CC=CC=C12)C)C1=CC=CC=C1 (1-Carboxy-1-phenyl-3-(4-methyl-1-naphthalenyloxy)propane). Conditions: temperature 0 celsius, time 8 hour. The solvent is C1CCOC1 (THF), O1CCCC1 (tetrahydrofuran), O (water). RXN SMILES: [C:1]1([CH2:7][C:8]([OH:10])=[O:9])[CH:6]=[CH:5][CH:4]=[CH:3][CH:2]=1.CN(P(N(C)C)(N(C)C)=O)C.C([Li])CCC.[CH3:27][C:28]1[C:37]2[C:32](=[CH:33][CH:34]=[CH:35][CH:36]=2)[C:31]([O:38][CH2:39][CH2:40]Cl)=[CH:30][CH:29]=1>C1COCC1.O>[C:8]([CH:7]([C:1]1[CH:6]=[CH:5][CH:4]=[CH:3][CH:2]=1)[CH2:40][CH2:39][O:38][C:31]1[C:32]2[C:37](=[CH:36][CH:35]=[CH:34][CH:33]=2)[C:28]([CH3:27])=[CH:29][CH:30]=1)([OH:10])=[O:9]. The reactants are CN(C)P(=O)(N(C)C)N(C)C (HMPA), CC1=CC=C(C2=CC=CC=C12)OCCCl (2-(4-methyl-1-naphthalenyloxy)ethyl chloride), C1(=CC=CC=C1)CC(=O)O (phenylacetic acid), C(CCC)[Li] (n-butyllithium). Procedure: To a 1 1. three-neck round bottom flask fitted with a thermometer, nitrogen inlet tube, addition funnel and magnetic stirrer was added 5.9 g (43.6 mmol) of phenylacetic acid and 250 ml of tetrahydrofuran. To the mixture was added 7.6 ml (43.6 mmol) of HMPA. The mixture was cooled to approximately 0° C. and 6.4 ml (89.4 mmol) of 1.48M n-butyllithium was added dropwise to the reaction mixture. The mixture was warmed to room temperature over a period of approximately 50 minutes and cooled to approx...